Dataset: the Open Reaction Database (ORD), a public repository of structured organic reaction records. Task: describe an organic reaction: reactants, conditions, products, and yield Reactants: Cl.ClC1=CC(=C(C=C1)NN)F (4-chloro-2-fluorophenyl hydrazine hydrochloride), [OH-].[Na+] (sodium hydroxide). Solvent: C(Cl)Cl (methylene chloride). The product is ClC1=CC(=C(C=C1)NN)F (4-chloro-2-fluorophenyl hydrazine). RXN SMILES: Cl.[Cl:2][C:3]1[CH:8]=[CH:7][C:6]([NH:9][NH2:10])=[C:5]([F:11])[CH:4]=1.[OH-].[Na+]>C(Cl)Cl>[Cl:2][C:3]1[CH:8]=[CH:7][C:6]([NH:9][NH2:10])=[C:5]([F:11])[CH:4]=1 |f:0.1,2.3|. Reported procedure: Six parts of 4-chloro-2-fluorophenyl hydrazine hydrochloride was shaken with 100 parts of methylene chloride and 100 parts of 1-molar aqueous sodium hydroxide for one to two minutes until a clear two-phase solution was obtained. The organic phase was washed three times with 60 parts of water, dried with anhydrous magnesium sulfate, and evaporated under a reduced pressure of 50 to 300 mm Hg. to give 3.8 parts of pale tan 4-chloro-2-fluorophenyl hydrazine, m.p. 57°-63° C.